Task: describe an organic reaction: reactants, conditions, products, and yield. Dataset: the Open Reaction Database (ORD), a public repository of structured organic reaction records Starting materials: ClC1=CC=C(C(=O)Cl)C=C1 (4-chlorobenzoylchloride), Cl (hydrochloric acid), C(CC(=O)C)(=O)OCC (Ethyl acetoacetate), [Cl-].[Mg+2].[Cl-] (magnesium chloride), N1=CC=CC=C1 (pyridine). The solvent is ClCCl (dichloromethane). Reaction conditions: time 15 minute. Product: CC1=CC=C(C(=O)CC(=O)OCC)C=C1 (ethyl (4-methyl)benzoylacetate). Isolated yield 53.5%. RXN SMILES: [C:1]([O:7][CH2:8][CH3:9])(=[O:6])[CH2:2][C:3]([CH3:5])=[O:4].[Cl-].[Mg+2].[Cl-].N1C=CC=CC=1.ClC1[CH:28]=[CH:27][C:23]([C:24](Cl)=O)=[CH:22][CH:21]=1.Cl>ClCCl>[CH3:24][C:23]1[CH:27]=[CH:28][C:5]([C:3]([CH2:2][C:1]([O:7][CH2:8][CH3:9])=[O:6])=[O:4])=[CH:21][CH:22]=1 |f:1.2.3|. Reported procedure: Ethyl acetoacetate (51.25 g, 390 mmol) was added dropwise to the stirred suspension of anhydrous magnesium chloride (37.54 g, 390 mmol) in dried dichloromethane (200 ml) over a period of 1 hour under argon atmosphere at 0° C. followed by pyridine (62.5 g, 788 mmol). After 15 minutes, 4-chlorobenzoylchloride (68.95 g, 394 mmol) was added dropwise and stirring was continued for 15 minutes at 0° C. and further stirred for 1.5 hours at 30° C. The resulting reaction mixture was neutralized with hydro... The reactants are CC(C)(C)OC(=O)N1CCC(c2cccc(N)c2)C(O)C1, c1ccc(P(C2CCCCC2)C2CCCCC2)c(-c2ccccc2P(C2CCCCC2)C2CCCCC2)c1, CS(=O)(=O)c1ccc(-c2cccn3nc(Cl)nc23)cc1. Yields the product CC(C)(C)OC(=O)N1CCC(c2cccc(Nc3nc4c(-c5ccc(S(C)(=O)=O)cc5)cccn4n3)c2)C(O)C1. As a reaction SMILES: [C:21]([CH3:22])([CH3:23])([CH3:24])[O:25][C:26](=[O:27])[N:28]1[CH2:29][CH:30]([OH:41])[CH:31]([c:34]2[cH:35][c:36]([NH2:40])[cH:37][cH:38][cH:39]2)[CH2:32][CH2:33]1.[CH:42]1([P:43]([CH:44]2[CH2:45][CH2:46][CH2:47][CH2:48][CH2:49]2)[c:50]2[cH:51][cH:52][cH:53][cH:54][c:55]2-[c:56]2[cH:57][cH:58][cH:59][cH:60][c:61]2[P:62]([CH:63]2[CH2:64][CH2:65][CH2:66][CH2:67][CH2:68]2)[CH:69]2[CH2:70][CH2:71][CH2:72][CH2:73][CH2:74]2)[CH2:75][CH2:76][CH2:77][CH2:78][CH2:79]1.[Cl:1][c:2]1[n:3][n:4]2[c:5]([c:6](-[c:10]3[cH:11][cH:12][c:13]([S:16](=[O:17])(=[O:18])[CH3:19])[cH:14][cH:15]3)[cH:7][cH:8][cH:9]2)[n:20]1>>[c:2]1([NH:40][c:36]2[cH:35][c:34]([CH:31]3[CH:30]([OH:41])[CH2:29][N:28]([C:26]([O:25][C:21]([CH3:22])([CH3:23])[CH3:24])=[O:27])[CH2:33][CH2:32]3)[cH:39][cH:38][cH:37]2)[n:3][n:4]2[c:5]([c:6](-[c:10]3[cH:11][cH:12][c:13]([S:16](=[O:17])(=[O:18])[CH3:19])[cH:14][cH:15]3)[cH:7][cH:8][cH:9]2)[n:20]1. Starting materials: OC=1C=C(C=CC1)C(C)=O (3′-hydroxyacetophenone), B1(N2CCC[C@H]2C(O1)(C3=CC=CC=C3)C4=CC=CC=C4)C ((S)-(−)-2-methyl-CBS-oxazaborolidine). The product is O[C@H](C)C=1C=C(C=CC1)O (3-((R)-1-hydroxy-ethyl)-phenol). As a reaction SMILES: [OH:1][C:2]1[CH:3]=[C:4]([C:8](=[O:10])[CH3:9])[CH:5]=[CH:6][CH:7]=1.B1(C)OC(C2C=CC=CC=2)(C2C=CC=CC=2)[C@H]2N1CCC2>>[OH:10][C@@H:8]([C:4]1[CH:3]=[C:2]([OH:1])[CH:7]=[CH:6][CH:5]=1)[CH3:9]. Procedure: 3′-hydroxyacetophenone and (S)-(−)-2-methyl-CBS-oxazaborolidine were reacted as described in Example 35, Step 1 to provide 3-((R)-1-hydroxy-ethyl)-phenol.